Task: describe an organic reaction: reactants, conditions, products, and yield. Dataset: the Open Reaction Database (ORD), a public repository of structured organic reaction records Starting materials: C(C)(C)(C)OC(=O)N1[C@@H](CC(C1)=NOCC1=CC=C(C=C1)OC)C(=O)O ((2S,4EZ)-1-(tert-butoxycarbonyl)-4-{[(4-methoxybenzyl)oxy]imino}-2-pyrrolidinecarboxylic acid), N(=C=O)C1=CC(=CC=C1)C (1-isocyanato-3-methylbenzene), N1CCOCC1 (morpholine). The product is COC1=CC=C(CON=C2C[C@H](N(C2)C(=O)NC2=CC(=CC=C2)C)C(=O)N2CCOCC2)C=C1 ((2S,4EZ)-4-{[(4-methoxybenzyl)oxy]imino}-N-(3-methylphenyl)-2-(4-morpholinylcarbonyl)-1-pyrrolidinecarboxamide). RXN SMILES: C(O[C:6]([N:8]1[CH2:12][C:11](=[N:13][O:14][CH2:15][C:16]2[CH:21]=[CH:20][C:19]([O:22][CH3:23])=[CH:18][CH:17]=2)[CH2:10][C@H:9]1[C:24]([OH:26])=O)=[O:7])(C)(C)C.[N:27]([C:30]1[CH:35]=[CH:34][CH:33]=[C:32]([CH3:36])[CH:31]=1)=C=O.[NH:37]1[CH2:42][CH2:41][O:40][CH2:39][CH2:38]1>>[CH3:23][O:22][C:19]1[CH:18]=[CH:17][C:16]([CH2:15][O:14][N:13]=[C:11]2[CH2:12][N:8]([C:6]([NH:27][C:30]3[CH:35]=[CH:34][CH:33]=[C:32]([CH3:36])[CH:31]=3)=[O:7])[C@H:9]([C:24]([N:37]3[CH2:42][CH2:41][O:40][CH2:39][CH2:38]3)=[O:26])[CH2:10]2)=[CH:21][CH:20]=1. Procedure details: Following the general method as outlined in Example 22, starting from (2S,4EZ)-1-(tert-butoxycarbonyl)-4-{[(4-methoxybenzyl)oxy]imino}-2-pyrrolidinecarboxylic acid, 1-isocyanato-3-methylbenzene, and morpholine the title compound was obtained in 41% purity by LC/MS. MS(ESI+): m/z=467.4. The reactants are C(CO)O (ethylene glycol), C(C)(=O)C=1C=C2C(CC(N(C2=CC1)C)=O)(C)C (6-acetyl-3,4-dihydro-1,4,4-trimethyl-2(1H)-quinolinone), C1(=CC=C(C=C1)S(=O)(=O)O)C (p-toluenesulphonic acid). The solvent is C(C)(=O)OCC (ethyl acetate), C1=CC=CC=C1 (benzene). The product is CN1C(CC(C2=CC(=CC=C12)C1(OCCO1)C)(C)C)=O (3,4-dihydro-1,4,4-trimethyl-6-(2-methyl-1,3-dioxolan-2-yl)-2(1H)-quinolinone). Yield: 94.1%. As a reaction SMILES: [C:1]([C:4]1[CH:5]=[C:6]2[C:11](=[CH:12][CH:13]=1)[N:10]([CH3:14])[C:9](=[O:15])[CH2:8][C:7]2([CH3:17])[CH3:16])(=[O:3])[CH3:2].[CH2:18](O)[CH2:19][OH:20].C1(C)C=CC(S(O)(=O)=O)=CC=1>C1C=CC=CC=1.C(OCC)(=O)C>[CH3:14][N:10]1[C:11]2[C:6](=[CH:5][C:4]([C:1]3([CH3:2])[O:20][CH2:19][CH2:18][O:3]3)=[CH:13][CH:12]=2)[C:7]([CH3:17])([CH3:16])[CH2:8][C:9]1=[O:15]. Procedure: 5.0 g of 6-acetyl-3,4-dihydro-1,4,4-trimethyl-2(1H)-quinolinone were dissolved in 200 ml of benzene and, after the addition of 2.1 g of ethylene glycol and a few crystals of p-toluenesulphonic acid, the mixture was boiled under a water separator for 5 hours. After cooling, the mixture was diluted with ethyl acetate, washed with dilute sodium hydrogen carbonate solution, dried and evaporated. There were obtained 5.6 g of 3,4-dihydro-1,4,4-trimethyl-6-(2-methyl-1,3-dioxolan-2-yl)-2(1H)-quinolinone... Reactants: CCn1nccc1N, Nc1cc[nH]n1, C1CCOC1, O=C1Nc2ccccc2C1=CO. Product: CCn1nccc1NC=C1C(=O)Nc2ccccc21. Reaction SMILES: [CH2:19]([CH3:20])[n:21]1[n:22][cH:23][cH:24][c:25]1[NH2:26].[NH2:1][c:2]1[cH:3][cH:4][nH:5][n:6]1.[O:27]1[CH2:28][CH2:29][CH2:30][CH2:31]1.[OH:7][CH:8]=[C:9]1[C:10](=[O:18])[NH:11][c:12]2[cH:13][cH:14][cH:15][cH:16][c:17]21>>[CH:8](=[C:9]1[C:10](=[O:18])[NH:11][c:12]2[cH:13][cH:14][cH:15][cH:16][c:17]21)[NH:26][c:25]1[n:21]([CH2:19][CH3:20])[n:22][cH:23][cH:24]1.